Dataset: the Open Reaction Database (ORD), a public repository of structured organic reaction records. Task: describe an organic reaction: reactants, conditions, products, and yield Reactants: C(C1=CC=CC=C1)(=O)NN (benzoylhydrazine), CN1C(CCC1)=O (N-methyl-2-pyrrolidinone), CC1=C(C(=O)Cl)C(=CC(=C1)C)C (2,4,6-trimethylbenzoyl chloride), CN1C(CCC1)=O (NMP). Run in O (water). Reaction conditions: time 24 hour. Yields the product CC1=C(C(=O)NNC(C2=CC=CC=C2)=O)C(=CC(=C1)C)C (1-(2,4,6-Trimethylbenzoyl)-2-benzoylhydrazine). The yield is 65.0%. As a reaction SMILES: [C:1]([NH:9][NH2:10])(=[O:8])[C:2]1[CH:7]=[CH:6][CH:5]=[CH:4][CH:3]=1.CN1CCCC1=O.[CH3:18][C:19]1[CH:27]=[C:26]([CH3:28])[CH:25]=[C:24]([CH3:29])[C:20]=1[C:21](Cl)=[O:22]>O>[CH3:18][C:19]1[CH:27]=[C:26]([CH3:28])[CH:25]=[C:24]([CH3:29])[C:20]=1[C:21]([NH:10][NH:9][C:1](=[O:8])[C:2]1[CH:7]=[CH:6][CH:5]=[CH:4][CH:3]=1)=[O:22]. Procedure details: First, 16.7 g (123.3 mmol) of benzoylhydrazine and 100 mL of N-methyl-2-pyrrolidinone (NMP) were put into a 300-mL three-neck flask and stiffed under nitrogen flow while being cooled with ice. To this mixed solution, a mixed solution of 25.0 g (137.3 mmol) of 2,4,6-trimethylbenzoyl chloride and 20 mL of NMP was slowly added dropwise, and the mixture was stiffed at room temperature for 24 hours. After reaction for the predetermined time, this reacted solution was slowly added to 500 mL of water, ... The reactants are CN(S(=O)(=O)N1CCN(CC1)CC1=CC=2N=C(N=C(C2S1)N1CCOCC1)Cl)C (4-(2-Chloro-4-morpholin-4-yl-thieno[3,2-d]pyrimidin-6-ylmethyl)-piperazine-1-sulfonic acid dimethylamide), COC1=NC=C(C(=N1)OC)B(O)O (2,4-dimethoxypyrimidine-5-boronic acid). Product: COC1=NC=C(C(=N1)OC)C=1N=C(C2=C(N1)C=C(S2)CN2CCN(CC2)S(=O)(=O)N(C)C)N2CCOCC2 (2-(2,4-dimethoxypyrimidin-5-yl)-4-morpholino-6-((4-N-dimethylaminosulfonylpiperazin-1-yl)methyl)thieno[3,2-d]pyrimidine). As a reaction SMILES: [CH3:1][N:2]([CH3:29])[S:3]([N:6]1[CH2:11][CH2:10][N:9]([CH2:12][C:13]2[S:21][C:20]3[C:19]([N:22]4[CH2:27][CH2:26][O:25][CH2:24][CH2:23]4)=[N:18][C:17](Cl)=[N:16][C:15]=3[CH:14]=2)[CH2:8][CH2:7]1)(=[O:5])=[O:4].[CH3:30][O:31][C:32]1[N:37]=[C:36]([O:38][CH3:39])[C:35](B(O)O)=[CH:34][N:33]=1>>[CH3:30][O:31][C:32]1[N:37]=[C:36]([O:38][CH3:39])[C:35]([C:17]2[N:18]=[C:19]([N:22]3[CH2:27][CH2:26][O:25][CH2:24][CH2:23]3)[C:20]3[S:21][C:13]([CH2:12][N:9]4[CH2:10][CH2:11][N:6]([S:3]([N:2]([CH3:29])[CH3:1])(=[O:5])=[O:4])[CH2:7][CH2:8]4)=[CH:14][C:15]=3[N:16]=2)=[CH:34][N:33]=1. Reported procedure: 4-(2-Chloro-4-morpholin-4-yl-thieno[3,2-d]pyrimidin-6-ylmethyl)-piperazine-1-sulfonic acid dimethylamide (Example 28) was reacted with 2,4-dimethoxypyrimidine-5-boronic acid in General Procedure A. Purification on silica yielded 113. NMR (CDCl3): 2.50-2.53 (4H, m, CH2), 2.75 (6H, s, Me), 3.21-3.24 (4H, m, CH2), 3.68-3.71 (6H, m, CH2), 3.94-3.98 (4H, m, CH2), 4.01 (3H, s, Me), 4.04 (3H, s, Me), 7.20 (1H, s, Ar) and 8.87 (1H, s, Ar). MS: (ESI+): MH+=565.44 Reactants: CC12CCC(C=C2C[C@@H](CC1)C(=C)C)=O ((6R/S,9R)-6-methyl-9-(1-methylvinyl)-bicyclo[4,4,0]dec-1-ene-3-one), S(O)(O)(=O)=O (sulfuric acid). Solvent: C(=O)O (formic acid). Product: CC12CCC(C=C2C[C@@H](CC1)C(C)(C)O)=O ((6R/S,9R)-6methyl-9-(1-hydroxyisopropyl)-bicyclo[4.4.0]-dec-1-ene-3-one). Reaction SMILES: [CH3:1][C:2]12[CH2:11][CH2:10][C@@H:9]([C:12]([CH3:14])=[CH2:13])[CH2:8][C:7]1=[CH:6][C:5](=[O:15])[CH2:4][CH2:3]2.S(=O)(=O)(O)[OH:17]>C(O)=O>[CH3:1][C:2]12[CH2:11][CH2:10][C@@H:9]([C:12]([OH:17])([CH3:14])[CH3:13])[CH2:8][C:7]1=[CH:6][C:5](=[O:15])[CH2:4][CH2:3]2. Procedure: In Scheme V, treatment of (6R/S,9R)-6-methyl-9-(1-methylvinyl)-bicyclo[4,4,0]dec-1-ene-3-one (1) with mixture of sulfuric acid and formic acid at room temperature produces (6R/S,9R)-6methyl-9-(1-hydroxyisopropyl)-bicyclo[4.4.0]-dec-1-ene-3-one (14). Compound (14) reacts with organometallic reagent such Grignard reagent or organolithium reagent to form compound of formula (15) and the reaction is conducted in diethylether, tetrahydrofuran or any other solvent that does not interfere with the reac...